From a dataset of the Open Reaction Database (ORD), a public repository of structured organic reaction records. describe an organic reaction: reactants, conditions, products, and yield Starting materials: BrC=1C=C2CC(NC2=CC1)=O (5-bromo-2-oxindole), CC1=C(NC2=CC=CC=C12)C=O (3-methyl-indole-2-carbaldehyde), N1CCCCC1 (piperidine). Solvent: C(C)O (ethanol). Reaction conditions: time 4 hour. Product: BrC=1C=C2C(C(NC2=CC1)=O)=CC=1NC2=CC=CC=C2C1C (5-bromo-3-(3-methyl-1H-indol-2-ylmethylene)-1,3-dihydro-indol-2-one). RXN SMILES: [Br:1][C:2]1[CH:3]=[C:4]2[C:8](=[CH:9][CH:10]=1)[NH:7][C:6](=[O:11])[CH2:5]2.[CH3:12][C:13]1[C:21]2[C:16](=[CH:17][CH:18]=[CH:19][CH:20]=2)[NH:15][C:14]=1[CH:22]=O.N1CCCCC1>C(O)C>[Br:1][C:2]1[CH:3]=[C:4]2[C:8](=[CH:9][CH:10]=1)[NH:7][C:6](=[O:11])[C:5]2=[CH:22][C:14]1[NH:15][C:16]2[C:21]([C:13]=1[CH3:12])=[CH:20][CH:19]=[CH:18][CH:17]=2. Procedure details: A mixture of 5-bromo-2-oxindole (212 mg), 3-methyl-indole-2-carbaldehyde (190 mg) (prepared according to Synthetic Communications, 1986, 16, 1799) and piperidine (10 mg) in ethanol was held in a sealed tube at 95° C. for 4 hours. The mixture was cooled to room temperature. The solid was collected by vacuum filtration, washed with cold ethanol and dried in a vacuum oven to give 5-bromo-3-(3-methyl-1H-indol-2-ylmethylene)-1,3-dihydro-indol-2-one. Reactants: CI, ClCCl, [K+], O=[N+]([O-])c1ccc(N=Nc2ccc(O)cc2)cc1, [OH-]. Yields the product COc1ccc(N=Nc2ccc([N+](=O)[O-])cc2)cc1. Reaction SMILES: [CH3:21][I:22].[Cl:23][CH2:24][Cl:25].[K+:2].[N+:3](=[O:4])([O-:5])[c:6]1[cH:7][cH:8][c:9]([N:12]=[N:13][c:14]2[cH:15][cH:16][c:17]([OH:20])[cH:18][cH:19]2)[cH:10][cH:11]1.[OH-:1]>>[N+:3](=[O:4])([O-:5])[c:6]1[cH:7][cH:8][c:9]([N:12]=[N:13][c:14]2[cH:15][cH:16][c:17]([O:20][CH3:21])[cH:18][cH:19]2)[cH:10][cH:11]1. Reactants: [H-].[H-].[H-].[H-].[Li+].[Al+3] (LiAlH4), O (H2O), [OH-].[Na+] (NaOH), C(C)OC(=O)C1=NN(C=C1)C(C)C (1-Isopropyl-1H-pyrazole-3-carboxylic acid ethyl ester), ester, O (H2O). Run in CCOC(=O)C (EtOAc), C1CCOC1 (THF). Reaction conditions: time 8 hour. Yields the product C(C)(C)N1N=C(C=C1)CO ((1-Isopropyl-1H-pyrazol-3-yl)-methanol). As a reaction SMILES: C([O:3][C:4]([C:6]1[CH:10]=[CH:9][N:8]([CH:11]([CH3:13])[CH3:12])[N:7]=1)=O)C.[H-].[H-].[H-].[H-].[Li+].[Al+3].O.[OH-].[Na+]>C1COCC1.CCOC(C)=O>[CH:11]([N:8]1[CH:9]=[CH:10][C:6]([CH2:4][OH:3])=[N:7]1)([CH3:13])[CH3:12] |f:1.2.3.4.5.6,8.9|. Procedure: A solution of 1-Isopropyl-1H-pyrazole-3-carboxylic acid ethyl ester (41.1 g, 226 mmol) in THF (678 mL) was cooled to 0° C. under N2. LiAlH4 (1M in THF, 226 mL, 226 mmol) was added dropwise to this solution over 20 min. The reaction was stirred for 1 h, at which point the ester starting material was not detectable by LCMS. H2O (8.58 mL) was added to the reaction dropwise, followed by dropwise addition of 15% NaOH (8.58 mL), followed by H2O (8.57 mL). Celite was then added to the solution and this... The reactants are Brc1ccc2ncnc(Nc3ccc(OCc4ccccc4)cc3)c2c1, CCCC[Sn](CCCC)(CCCC)c1cncn1C, C1COCCO1. The product is Cn1cncc1-c1ccc2ncnc(Nc3ccc(OCc4ccccc4)cc3)c2c1. As a reaction SMILES: [CH2:1]([c:2]1[cH:3][cH:4][cH:5][cH:6][cH:7]1)[O:8][c:9]1[cH:10][cH:11][c:12]([NH:15][c:16]2[n:17][cH:18][n:19][c:20]3[cH:21][cH:22][c:23]([Br:26])[cH:24][c:25]23)[cH:13][cH:14]1.[CH3:27][n:28]1[cH:29][n:30][cH:31][c:32]1[Sn:33]([CH2:34][CH2:35][CH2:36][CH3:37])([CH2:38][CH2:39][CH2:40][CH3:41])[CH2:42][CH2:43][CH2:44][CH3:45].[O:46]1[CH2:47][CH2:48][O:49][CH2:50][CH2:51]1>>[CH2:1]([c:2]1[cH:3][cH:4][cH:5][cH:6][cH:7]1)[O:8][c:9]1[cH:10][cH:11][c:12]([NH:15][c:16]2[n:17][cH:18][n:19][c:20]3[cH:21][cH:22][c:23](-[c:32]4[n:28]([CH3:27])[cH:29][n:30][cH:31]4)[cH:24][c:25]23)[cH:13][cH:14]1. Starting materials: [N+](=O)([O-])C=1C(=C2C(=NC1)C=CS2)N[C@H]2CC[C@@H](OC2)CC#N ({(2R,5S)-5-[(6-Nitrothieno[3,2-b]pyridin-7-yl)amino]tetrahydro-2H-pyran-2-yl}acetonitrile). Reagents/catalysts: [Pd] (palladium on carbon). Solvent: CO (methanol). Yields the product NC=1C(=C2C(=NC1)C=CS2)N[C@H]2CC[C@@H](OC2)CC#N ({(2R,5S)-5[(6-Aminothieno[3,2-b]pyridin-7-yl)amino]tetrahydro-2H-pyran-2-yl}acetonitrile). Isolated yield 93.5%. Reaction SMILES: [N+:1]([C:4]1[C:5]([NH:13][C@@H:14]2[CH2:19][O:18][C@@H:17]([CH2:20][C:21]#[N:22])[CH2:16][CH2:15]2)=[C:6]2[S:12][CH:11]=[CH:10][C:7]2=[N:8][CH:9]=1)([O-])=O>[Pd].CO>[NH2:1][C:4]1[C:5]([NH:13][C@@H:14]2[CH2:19][O:18][C@@H:17]([CH2:20][C:21]#[N:22])[CH2:16][CH2:15]2)=[C:6]2[S:12][CH:11]=[CH:10][C:7]2=[N:8][CH:9]=1. Reported procedure: {(2R,5S)-5-[(6-Nitrothieno[3,2-b]pyridin-7-yl)amino]tetrahydro-2H-pyran-2-yl}acetonitrile (712 mg, 2.24 mmol) (first fraction from last step) and 10% palladium on carbon (360 mg) in methanol (15 mL) was subjected to balloon pressure of H2 at room temperature for 2 h. The reaction mixture was filtered and concentrated and purified with flash chromatography (15% methanol/dichloromethane) to give the desired product (604 mg, 94%). LCMS calculated for C14H17N4OS (M+H)+: m/z=289.1. Found: 289.0. Starting materials: CCOC(=O)C(C)O, CC=COCC, Cl. Yields the product CCOC(=O)C(C)OC(CC)OCC. Reaction SMILES: [C:1]([CH:2]([OH:3])[CH3:4])(=[O:5])[O:6][CH2:7][CH3:8].[CH:10](=[CH:11][CH3:12])[O:13][CH2:14][CH3:15].[ClH:9]>>[C:1]([CH:2]([O:3][CH:10]([CH2:11][CH3:12])[O:13][CH2:14][CH3:15])[CH3:4])(=[O:5])[O:6][CH2:7][CH3:8]. The solvent is O (Water), O1CCCC1 (tetrahydrofuran), C(C)OCC (diethyl ether). Reaction conditions: time 30 minute. Reaction SMILES: [Cl:1][C:2]1[CH:7]=[C:6]([Cl:8])[CH:5]=[CH:4][C:3]=1[C:9]1[N:14]2[N:15]=[C:16]([S:22][CH3:23])[C:17]([NH:18][CH2:19][CH2:20][CH3:21])=[C:13]2[CH:12]=[CH:11][CH:10]=1.[CH:24](=O)[CH2:25][CH3:26].S(=O)(=O)(O)O.[BH4-].[Na+]>O1CCCC1.C(OCC)C.O>[Cl:1][C:2]1[CH:7]=[C:6]([Cl:8])[CH:5]=[CH:4][C:3]=1[C:9]1[N:14]2[N:15]=[C:16]([S:22][CH3:23])[C:17]([N:18]([CH2:24][CH2:25][CH3:26])[CH2:19][CH2:20][CH3:21])=[C:13]2[CH:12]=[CH:11][CH:10]=1 |f:3.4|. Starting materials: C(CC)=O (propionaldehyde), S(O)(O)(=O)=O (sulfuric acid), [BH4-].[Na+] (sodium borohydride), ClC1=C(C=CC(=C1)Cl)C1=CC=CC=2N1N=C(C2NCCC)SC (N-[7-(2,4-dichlorophenyl)-2-methylthiopyrazolo[1,5-a]pyridin-3-yl]-N-propylamine). Procedure details: N-[7-(2,4-dichlorophenyl)-2-methylthiopyrazolo[1,5-a]pyridin-3-yl]-N-propylamine (59 mg) was dissolved in tetrahydrofuran (1 mL), and after adding propionaldehyde (0.035 mL) and 3 M aqueous sulfuric acid (0.16 mL), sodium borohydride (12 mg) was added in five portions while vigorously stirring on ice, and stirring was continued for 30 minutes. Water was added to the reaction mixture, extraction was performed with diethyl ether and the extract was washed with saturated aqueous sodium hydrogencarb... The product is ClC1=C(C=CC(=C1)Cl)C1=CC=CC=2N1N=C(C2N(CCC)CCC)SC (N-[7-(2,4-Dichlorophenyl)-2-methylthiopyrazolo[1,5-a]pyridin-3-yl]-N,N-dipropylamine). The reactants are Cl.C[C@@H]1C[C@@H](C(N1CC(=O)O)=O)CCC1=NC=2NCCCC2C=C1 ({5(R)-methyl-2-oxo-3(S)-[2-(5,6,7,8-tetrahydro-[1,8]naphthyridin-2-yl)-ethyl]-pyrrolidin-1-yl}-acetic acid hydrochloride), 2-9, C(CCl)Cl (EDC), C=1C=CC2=C(C1)N=NN2O (HOBT), CN1CCOCC1 (NMM). Solvent: CC#N (CH3CN), C(C)(=O)OCC (ethyl acetate). Conditions: time 20 hour. Product: C(C)OC(C[C@H](NC(C)=O)C#C)=O (acetyl-3(S)-ethynyl-β-alanine ethyl ester). RXN SMILES: Cl.C[C@H:3]1[N:7](CC(O)=O)[C:6](=[O:12])[C@@H:5](CCC2C=CC3CCCNC=3N=2)C1.[CH2:25](Cl)[CH2:26]Cl.C1C=CC2N([OH:38])N=NC=2C=1.CN1[CH2:45][CH2:44][O:43][CH2:42][CH2:41]1>CC#N.C(OCC)(=O)C>[CH2:44]([O:43][C:42](=[O:38])[CH2:41][C@@H:3]([C:25]#[CH:26])[NH:7][C:6](=[O:12])[CH3:5])[CH3:45] |f:0.1|. Reported procedure: A mixture of 11-12 (350 mg, 0.9892 mmol), 2-9 (193 mg, 1.09 mmol), EDC (378 mg, 1.98 mmol), HOBT (134 mg, 0.9892 mmol) and NMM (1.10 mL, 7.91 mmol) in CH3CN (5 mL) was stirred for 20 h. The mixture was diluted with ethyl acetate, washed with sat. NaHCO3, brine, and dried over MgSO4. Following evaporative removal of the solvent, the residue was chromatographed (silica gel, 70:25:5 chloroform/ethyl acetate/MeOH to give 11-13 as a colorless foam. The reactants are [H-].[Na+] (sodium hydride), [Cl-].[NH4+] (ammonium chloride), ClC1=CC(=NC=N1)N1C(CCC(CC1)C)C (1-(6-chloropyrimidin-4-yl)-2,5-dimethyl hexahydro-1H-azepine), C(C#CC)O (2-butyn-1-ol). The solvent is O1CCCC1 (tetrahydrofuran), O1CCCC1 (tetrahydrofuran), O1CCCC1 (tetrahydrofuran). Run at time 10 minute. Yields the product C(C#CC)OC1=CC(=NC=N1)N1C(CCC(CC1)C)C (1-(6-(2-butynyloxy)pyrimidin-4-yl)-2,5-dimethyl hexahydro-1H-azepine). Isolated yield 45.2%. As a reaction SMILES: [H-].[Na+].[CH2:3]([OH:7])[C:4]#[C:5][CH3:6].Cl[C:9]1[N:14]=[CH:13][N:12]=[C:11]([N:15]2[CH2:21][CH2:20][CH:19]([CH3:22])[CH2:18][CH2:17][CH:16]2[CH3:23])[CH:10]=1.[Cl-].[NH4+]>O1CCCC1>[CH2:3]([O:7][C:9]1[N:14]=[CH:13][N:12]=[C:11]([N:15]2[CH2:21][CH2:20][CH:19]([CH3:22])[CH2:18][CH2:17][CH:16]2[CH3:23])[CH:10]=1)[C:4]#[C:5][CH3:6] |f:0.1,4.5|. Procedure: 0.08 g of sodium hydride (60% oil suspension) was suspended in 3 ml of tetrahydrofuran. 0.5 ml of tetrahydrofuran solution of 0.15 g of 2-butyn-1-ol was added dropwise at room temperature therein, and the mixture was stirred for 10 minutes. Into the mixture was added dropwise 0.5 ml of tetrahydrofuran solution of 0.33 g of 1-(6-chloropyrimidin-4-yl)-2,5-dimethyl hexahydro-1H-azepine at room temperature, and stirred for 4 hours at 60° C. After the reaction mixture was cooled to near room temperat... Reactants: BrC1=NC(=CC=C1)C#C (2-Bromo-6-ethynylpyridine), O=C1C(O)=C([O-])[C@H](O1)[C@@H](O)CO.[Na+] (sodium ascorbate), CuSO4.5H2O, N(=[N+]=[N-])CC(=O)OCC (ethyl azidoacetate). Run in CC(C)(C)O (t-BuOH), O (water), O (water), C(=O)(O)[O-].[Na+] (NaHCO3), O (water). Reaction conditions: time 5 hour. The product is C(C)OC(CN1N=NC(=C1)C1=NC(=CC=C1)Br)=O (Ethyl[4-(6-bromopyridin-2-yl)-1H-1,2,3-triazol-1-yl]acetate). Reaction SMILES: [Br:1][C:2]1[CH:7]=[CH:6][CH:5]=[C:4]([C:8]#[CH:9])[N:3]=1.[N:10]([CH2:13][C:14]([O:16][CH2:17][CH3:18])=[O:15])=[N+:11]=[N-:12].O=C1O[C@H]([C@H](CO)O)C([O-])=C1O.[Na+]>CC(O)(C)C.O.C([O-])(O)=O.[Na+]>[CH2:17]([O:16][C:14](=[O:15])[CH2:13][N:10]1[CH:9]=[C:8]([C:4]2[CH:5]=[CH:6][CH:7]=[C:2]([Br:1])[N:3]=2)[N:12]=[N:11]1)[CH3:18] |f:2.3,6.7|. Procedure details: 2-Bromo-6-ethynylpyridine (Example 465, Step 1) (350 mg, 1.92 mmol) and ethyl azidoacetate (1.08 ml, 1.92 mmol) were combined in t-BuOH (4.0 mL) and water (2.0 mL). CuSO4.5H2O (24 mg, 0.096 mmol) in water (1.0 mL) was added, followed by sodium ascorbate (76 mg, 0.39 mmol) in water (1.0 mL). The reaction was stirred at room temperature for 5 h, diluted with saturated NaHCO3, and extracted with EtOAc (2×). The combined organic layers were washed with brine, dried (MgSO4), filtered, and evaporated ...